This data is from the Open Reaction Database (ORD), a public repository of structured organic reaction records. The task is: describe an organic reaction: reactants, conditions, products, and yield Starting materials: ClC=1C=CC=C2C=3CC(CCC3NC12)C(=O)O (8-chloro-2,3,4,9-tetrahydro-1H-carbazole-3-carboxylic acid), C([O-])([O-])=O.[Cs+].[Cs+] (cesium carbonate), C(C1=CC=CC=C1)Br (benzylbromide). The solvent is C(C)O (ethanol), O (water). Reaction conditions: temperature 45 celsius, time 15 minute. Product: C(C1=CC=CC=C1)OC(=O)C1CCC=2NC3=C(C=CC=C3C2C1)Cl (8-Chloro-2,3,4,9-tetrahydro-1H-carbazole-3-carboxylic acid benzyl ester). The yield is 69.0%. Reaction SMILES: [Cl:1][C:2]1[CH:3]=[CH:4][CH:5]=[C:6]2[C:14]=1[NH:13][C:12]1[CH2:11][CH2:10][CH:9]([C:15]([OH:17])=[O:16])[CH2:8][C:7]2=1.C(=O)([O-])[O-].[Cs+].[Cs+].[CH2:24](Br)[C:25]1[CH:30]=[CH:29][CH:28]=[CH:27][CH:26]=1>C(O)C.O>[CH2:24]([O:16][C:15]([CH:9]1[CH2:8][C:7]2[C:6]3[C:14](=[C:2]([Cl:1])[CH:3]=[CH:4][CH:5]=3)[NH:13][C:12]=2[CH2:11][CH2:10]1)=[O:17])[C:25]1[CH:30]=[CH:29][CH:28]=[CH:27][CH:26]=1 |f:1.2.3|. Reported procedure: A stirred mixture of crude 8-chloro-2,3,4,9-tetrahydro-1H-carbazole-3-carboxylic acid (4.45 g, 17.8 mmol) and cesium carbonate (2.90 g, 8.92 mmol) in ethanol (150 ml) and water (25 ml) is refluxed until a clear solution is obtained (15 min). Then the solvents are evaporated and the dried residue is dissolved in dry DMF. This solution is treated with benzylbromide (2.27 ml, 18.7 mmol) and stirred at 45° C. for 15 min. The resulting precipitate is filtered off and the filtrate is concentrated. The... Reactants: [H-].[Na+] (NaH), ClC=1C(=NOC1C)N (4-chloro-5-methyl-3-aminoisoxazole), C(C)C1=C(C=2C(=NC=CC2)S1)S(=O)(=O)Cl (2-ethylthieno[2,3-b]pyridine-3-sulfonyl chloride). The solvent is C1CCOC1 (THF). Product: ClC=1C(=NOC1C)NS(=O)(=O)C1=C(SC2=NC=CC=C21)CC (N-(4-chloro-5-methyl-3-isoxazolyl)-2-ethylthieno[2,3-b]pyridine-3-sulfonamide). Isolated yield 35.2%. RXN SMILES: [H-].[Na+].[Cl:3][C:4]1[C:5]([NH2:10])=[N:6][O:7][C:8]=1[CH3:9].[CH2:11]([C:13]1[S:21][C:16]2=[N:17][CH:18]=[CH:19][CH:20]=[C:15]2[C:14]=1[S:22](Cl)(=[O:24])=[O:23])[CH3:12]>C1COCC1>[Cl:3][C:4]1[C:5]([NH:10][S:22]([C:14]2[C:15]3[C:16](=[N:17][CH:18]=[CH:19][CH:20]=3)[S:21][C:13]=2[CH2:11][CH3:12])(=[O:24])=[O:23])=[N:6][O:7][C:8]=1[CH3:9] |f:0.1|. Procedure details: N-(4-chloro-5-methyl-3-isoxazolyl)-2-ethylthieno[2,3-b]pyridine-3-sulfonamide was prepared according to Example 1(C), using NaH (44 mg, 1.9 mmoles), THF (5 ml), 4-chloro-5-methyl-3-aminoisoxazole (82 mg, 0.62 mmoles) and 2-ethylthieno[2,3-b]pyridine-3-sulfonyl chloride (0.19 g, 0.71 mmoles). Flash chromatography (50% EtOAc/hexanes) followed by recrystallization from EtOAc/hexanes provided 78 mg (35%) of the title compound as a light yellow solid, m.p. 172-174° C. Reactants: CCC(=O)NC1CCC(C(=O)O)C1, C1CCOC1, CNc1ccc(-c2nc3ccccc3n2C)cc1, CC(C)=C(Cl)N(C)C, ClCCl, Cc1cc(C)nc(C)c1. Yields the product CCC(=O)NC1CCC(C(=O)N(C)c2ccc(-c3nc4ccccc4n3C)cc2)C1. As a reaction SMILES: [C:1]([CH2:2][CH3:3])(=[O:4])[NH:5][CH:6]1[CH2:7][CH:8]([C:11](=[O:12])[OH:13])[CH2:9][CH2:10]1.[CH2:49]1[O:50][CH2:51][CH2:52][CH2:53]1.[CH3:22][NH:23][c:24]1[cH:25][cH:26][c:27](-[c:30]2[n:31][c:32]3[c:33]([n:34]2[CH3:35])[cH:36][cH:37][cH:38][cH:39]3)[cH:28][cH:29]1.[Cl:14][C:15]([N:16]([CH3:17])[CH3:18])=[C:19]([CH3:20])[CH3:21].[Cl:54][CH2:55][Cl:56].[n:40]1[c:41]([CH3:42])[cH:43][c:44]([CH3:45])[cH:46][c:47]1[CH3:48]>>[C:1]([CH2:2][CH3:3])(=[O:4])[NH:5][CH:6]1[CH2:7][CH:8]([C:11](=[O:13])[N:23]([CH3:22])[c:24]2[cH:25][cH:26][c:27](-[c:30]3[n:31][c:32]4[c:33]([n:34]3[CH3:35])[cH:36][cH:37][cH:38][cH:39]4)[cH:28][cH:29]2)[CH2:9][CH2:10]1. Reactants: CON=C(C(=O)NC1[C@@H]2N(C(=C(CS2)CSC2=NN=NN2C)C(=O)O)C1=O)C=1N=C(SC1)NC(C(F)(F)F)=O (7-[2-methoxyimino-2-{2-(2,2,2-trifluoroacetamido)-1,3-thiazol-4-yl}acetamido]-3-(1-methyl-1H-tetrazol-5-yl)thiomethyl-3-cephem-4-carboxylic acid), aqueous solution, [OH-].[Na+] (sodium hydroxide), O (Water), Cl (hydrochloric acid). Solvent: C(C)(=O)OCC (ethyl acetate). Product: CON=C(C(=O)NC1[C@@H]2N(C(=C(CS2)CSC2=NN=NN2C)C(=O)O)C1=O)C=1N=C(SC1)N (7-[2-methoxyimino-2-(2-amino-1,3-thiazol-4-yl)acetamido]-3-(1-methyl-1H-tetrazol-5-yl)thiomethyl-3-cephem-4-carboxylic acid). The yield is 47.5%. RXN SMILES: [CH3:1][O:2][N:3]=[C:4]([C:28]1[N:29]=[C:30]([NH:33]C(=O)C(F)(F)F)[S:31][CH:32]=1)[C:5]([NH:7][CH:8]1[C:26](=[O:27])[N:10]2[C:11]([C:23]([OH:25])=[O:24])=[C:12]([CH2:15][S:16][C:17]3[N:21]([CH3:22])[N:20]=[N:19][N:18]=3)[CH2:13][S:14][C@H:9]12)=[O:6].[OH-].[Na+].O.Cl>C(OCC)(=O)C>[CH3:1][O:2][N:3]=[C:4]([C:28]1[N:29]=[C:30]([NH2:33])[S:31][CH:32]=1)[C:5]([NH:7][CH:8]1[C:26](=[O:27])[N:10]2[C:11]([C:23]([OH:25])=[O:24])=[C:12]([CH2:15][S:16][C:17]3[N:21]([CH3:22])[N:20]=[N:19][N:18]=3)[CH2:13][S:14][C@H:9]12)=[O:6] |f:1.2|. Procedure: A solution of 7-[2-methoxyimino-2-{2-(2,2,2-trifluoroacetamido)-1,3-thiazol-4-yl}acetamido]-3-(1-methyl-1H-tetrazol-5-yl)thiomethyl-3-cephem-4-carboxylic acid (syn isomer) (0.3 g.) in a 0.1 N aqueous solution of sodium hydroxide (10.5 ml.) was warmed at 45° C. for 6 hours. Water (15 ml.) and ethyl acetate (30 ml.) were added to the reaction mixture and the resulting mixture was adjusted to pH 3.5 with 10% hydrochloric acid. The aqueous layer was separated, washed with ethyl acetate and adjusted ... Starting materials: COC(=O)C(O)CNC(=O)c1ccc(C(CC(C)C)Oc2ccc(-c3ccc(C(C)(C)C)cc3)cc2)cc1, CO, [Na+], [OH-]. Product: CC(C)CC(Oc1ccc(-c2ccc(C(C)(C)C)cc2)cc1)c1ccc(C(=O)NCC(O)C(=O)O)cc1. As a reaction SMILES: [CH3:1][O:2][C:3]([CH:4]([CH2:5][NH:6][C:7]([c:8]1[cH:9][cH:10][c:11]([CH:14]([CH2:15][CH:16]([CH3:17])[CH3:18])[O:19][c:20]2[cH:21][cH:22][c:23](-[c:26]3[cH:27][cH:28][c:29]([C:32]([CH3:33])([CH3:34])[CH3:35])[cH:30][cH:31]3)[cH:24][cH:25]2)[cH:12][cH:13]1)=[O:36])[OH:37])=[O:38].[CH3:41][OH:42].[Na+:40].[OH-:39]>>[O:2]=[C:3]([CH:4]([CH2:5][NH:6][C:7]([c:8]1[cH:9][cH:10][c:11]([CH:14]([CH2:15][CH:16]([CH3:17])[CH3:18])[O:19][c:20]2[cH:21][cH:22][c:23](-[c:26]3[cH:27][cH:28][c:29]([C:32]([CH3:33])([CH3:34])[CH3:35])[cH:30][cH:31]3)[cH:24][cH:25]2)[cH:12][cH:13]1)=[O:36])[OH:37])[OH:38]. The reactants are ClC=1C=C2C(=NC1)NC=C2C2=NC=C(C(=N2)NC2CN(C2)S(=O)(=O)CC2CCCC2)F (2-(5-chloro-1H-pyrrolo[2,3-b]pyridin-3-yl)-N-(1-(cyclopentyl-methylsulfonyl)azetidin-3-yl)-5-fluoropyrimidin-4-amine), Cl.N1CC(C1)NC1=NC(=NC=C1F)C1=CN(C2=NC=C(C=C21)Cl)S(=O)(=O)C2=CC=C(C)C=C2 (N-(azetidin-3-yl)-2-(5-chloro-1-tosyl-1H-pyrrolo[2,3-b]pyridin-3-yl)-5-fluoropyrimidin-4-amine hydrochloride), N(=C=O)[Si](C)(C)C (isocyanatotrimethylsilane). Product: ClC=1C=C2C(=NC1)NC=C2C2=NC=C(C(=N2)NC2N(CC2)C(=O)N)F ((2-(5-chloro-1H-pyrrolo[2,3-b]pyridin-3-yl)-5-fluoropyrimidin-4-ylamino)azetidine-1-carboxamide). The yield is 79.0%. Reaction SMILES: [Cl:1][C:2]1[CH:3]=[C:4]2[C:10]([C:11]3[N:16]=[C:15]([NH:17][CH:18]4[CH2:21]N(S(CC5CCCC5)(=O)=O)C4)[C:14]([F:31])=[CH:13][N:12]=3)=[CH:9][NH:8][C:5]2=[N:6][CH:7]=1.Cl.N1C[CH:35]([NH:37][C:38]2C(F)=CN=C(C3C4C(=NC=C(Cl)C=4)N(S(C4C=CC(C)=CC=4)(=O)=O)C=3)[N:39]=2)C1.N([Si](C)(C)C)=C=[O:67]>>[Cl:1][C:2]1[CH:3]=[C:4]2[C:10]([C:11]3[N:16]=[C:15]([NH:17][CH:18]4[CH2:21][CH2:35][N:37]4[C:38]([NH2:39])=[O:67])[C:14]([F:31])=[CH:13][N:12]=3)=[CH:9][NH:8][C:5]2=[N:6][CH:7]=1 |f:1.2|. Procedure details: According to the procedure for compound 469 using 61 mg (0.11 mmol) of 6c and isocyanatotrimethylsilane (15.14 μL, 0.11 mmol) afforded 87 mg (79% yield) of 512, as a white solid: Yields the product Cn1ccnc1Sc1cc(Cl)ccc1[N+](=O)[O-]. RXN SMILES: [CH3:24][CH2:25][OH:26].[CH3:8][O-:9].[Cl:11][c:12]1[cH:13][c:14]([N+:21]([O-:22])=[O:23])[c:15]([N+:18](=[O:19])[O-:20])[cH:16][cH:17]1.[Na+:10].[SH:1][c:2]1[n:3]([CH3:7])[cH:4][cH:5][n:6]1>>[S:1]([c:2]1[n:3]([CH3:7])[cH:4][cH:5][n:6]1)[c:14]1[cH:13][c:12]([Cl:11])[cH:17][cH:16][c:15]1[N+:18](=[O:19])[O-:20]. Reactants: CCO, C[O-], O=[N+]([O-])c1ccc(Cl)cc1[N+](=O)[O-], [Na+], Cn1ccnc1S. Run in C1(=CC=CC=C1)C (toluene). Reactants: BrC1=CC=C(C=C1)CCCO (3-(4-bromophenyl)propan-1-ol), ClC1=C(C=CC=C1)O (2-chlorophenol), N(=NC(=O)OC(C)C)C(=O)OC(C)C (diisopropyl azodicarboxylate), C(CCC)P(CCCC)CCCC (tri-n-butylphosphine). Procedure details: To a sol. of 3-(4-bromophenyl)propan-1-ol (Glover S. A., et al.; Tetrahearon, 1990, 46, 7247; 24.5 g, 0.114 mol) in toluene (600 mL) under nitrogen were added 2-chlorophenol (17.4 mL, 0.171 mmol), diisopropyl azodicarboxylate (33.1 mL, 0.171 mol) and tri-n-butylphosphine (42.2 mL, 0.171 mol). The sol. was heated to reflux and stirred under reflux overnight. The sol. was allowed to cool to rt and the solvents were removed under reduced pressure. The residue was diluted in EtOAc and washed with aq... Yields the product ClC1=C(C=CC=C1)OCCCC1=CC=C(C=C1)Br (3-(4Bromophenyl)prop-1-yl 2-chlorophenyl ether). Reaction SMILES: [Br:1][C:2]1[CH:7]=[CH:6][C:5]([CH2:8][CH2:9][CH2:10][OH:11])=[CH:4][CH:3]=1.[Cl:12][C:13]1[CH:18]=[CH:17][CH:16]=[CH:15][C:14]=1O.N(C(OC(C)C)=O)=NC(OC(C)C)=O.C(P(CCCC)CCCC)CCC>C1(C)C=CC=CC=1>[Cl:12][C:13]1[CH:18]=[CH:17][CH:16]=[CH:15][C:14]=1[O:11][CH2:10][CH2:9][CH2:8][C:5]1[CH:4]=[CH:3][C:2]([Br:1])=[CH:7][CH:6]=1. The reactants are COc1cc(Br)c2oc(C(=O)N(C)C)cc2c1, CC(C)(C)[O-], Cc1ccccc1, CCOC(C)=O, CC(C)c1cc(C(C)C)c(-c2ccccc2P(C2CCCCC2)C2CCCCC2)c(C(C)C)c1, [Na+], c1ccc(CCN2CCNCC2)nc1. Product: COc1cc(N2CCN(CCc3ccccn3)CC2)c2oc(C(=O)N(C)C)cc2c1. Reaction SMILES: [Br:1][c:2]1[cH:3][c:4]([O:16][CH3:17])[cH:5][c:6]2[cH:7][c:8]([C:11](=[O:12])[N:13]([CH3:14])[CH3:15])[o:9][c:10]12.[CH3:66][C:67]([CH3:68])([O-:69])[CH3:70].[CH3:72][c:73]1[cH:74][cH:75][cH:76][cH:77][cH:78]1.[CH3:79][CH2:80][O:81][C:82](=[O:83])[CH3:84].[CH:32]1([P:33]([CH:34]2[CH2:35][CH2:36][CH2:37][CH2:38][CH2:39]2)[c:40]2[cH:41][cH:42][cH:43][cH:44][c:45]2-[c:46]2[c:47]([CH:48]([CH3:49])[CH3:50])[cH:51][c:52]([CH:53]([CH3:54])[CH3:55])[cH:56][c:57]2[CH:58]([CH3:59])[CH3:60])[CH2:61][CH2:62][CH2:63][CH2:64][CH2:65]1.[Na+:71].[n:18]1[c:19]([CH2:24][CH2:25][N:26]2[CH2:27][CH2:28][NH:29][CH2:30][CH2:31]2)[cH:20][cH:21][cH:22][cH:23]1>>[c:2]1([N:29]2[CH2:28][CH2:27][N:26]([CH2:25][CH2:24][c:19]3[n:18][cH:23][cH:22][cH:21][cH:20]3)[CH2:31][CH2:30]2)[cH:3][c:4]([O:16][CH3:17])[cH:5][c:6]2[cH:7][c:8]([C:11](=[O:12])[N:13]([CH3:14])[CH3:15])[o:9][c:10]12. Starting materials: FC=1C(=NC2=CC=CC(=C2N1)C(C)=O)C (1-(3-Fluoro-2-methylquinoxalin-5-yl)ethanone), Cl (HCl). Yields the product ClC=1C(=NC2=CC=CC(=C2N1)C(C)=O)C (1-(3-chloro-2-methylquinoxalin-5-yl)ethanone). Yield: 99.0%. RXN SMILES: F[C:2]1[C:3]([CH3:15])=[N:4][C:5]2[C:10]([N:11]=1)=[C:9]([C:12](=[O:14])[CH3:13])[CH:8]=[CH:7][CH:6]=2.[ClH:16]>>[Cl:16][C:2]1[C:3]([CH3:15])=[N:4][C:5]2[C:10]([N:11]=1)=[C:9]([C:12](=[O:14])[CH3:13])[CH:8]=[CH:7][CH:6]=2. Reported procedure: 1-(3-Fluoro-2-methylquinoxalin-5-yl)ethanone (126g, 2.00 g, 9.79 mmol) was treated with HCl (4.0 M solution in 1,4-dioxane; 24.49 ml, 98 mmol), and the homogeneous reaction was fitted with a drying tube. After 6 h the reaction was concentrated in vacuo, and the solid was taken up in DCM. Solid NaHCO3 was added cautiously with rapid stirring; and saturated aq. NaHCO3 was sequentially added cautiously with rapid stirring. The mixture was partitioned between saturated NaHCO3 and DCM. The aq. layer ...